From a dataset of the Open Reaction Database (ORD), a public repository of structured organic reaction records. describe an organic reaction: reactants, conditions, products, and yield Reactants: B(Br)(Br)Br (boron tribromide), COC=1C=C(C=CC1)NC(NCC(=O)N(C1=CC=CC=C1)C1=CC=CC=C1)=O (2-[3-(3-methoxyphenyl)ureido]-N,N-diphenylacetamide). Solvent: C(Cl)Cl (methylene chloride), ClCCl (dichloromethane). Reaction conditions: temperature -50 celsius, time 2 hour. Product: OC=1C=C(C=CC1)NC(NCC(=O)N(C1=CC=CC=C1)C1=CC=CC=C1)=O (2-[3-(3-hydroxyphenyl)ureido]-N,N-diphenylacetamide). The yield is 32.5%. RXN SMILES: B(Br)(Br)Br.C[O:6][C:7]1[CH:8]=[C:9]([NH:13][C:14](=[O:32])[NH:15][CH2:16][C:17]([N:19]([C:26]2[CH:31]=[CH:30][CH:29]=[CH:28][CH:27]=2)[C:20]2[CH:25]=[CH:24][CH:23]=[CH:22][CH:21]=2)=[O:18])[CH:10]=[CH:11][CH:12]=1>ClCCl>[OH:6][C:7]1[CH:8]=[C:9]([NH:13][C:14](=[O:32])[NH:15][CH2:16][C:17]([N:19]([C:20]2[CH:21]=[CH:22][CH:23]=[CH:24][CH:25]=2)[C:26]2[CH:31]=[CH:30][CH:29]=[CH:28][CH:27]=2)=[O:18])[CH:10]=[CH:11][CH:12]=1. Reported procedure: A 1M methylene chloride solution (25 cc) of boron tribromide is added in the course of 15 minutes at a temperature in the region of -50° C. to a solution, maintained under a nitrogen atmosphere, of 2-[3-(3-methoxyphenyl)ureido]-N,N-diphenylacetamide (1.6 g) in dichloromethane (25 cc). The mixture obtained is stirred for 2 hours at a temperature in the region of -50° C. and then for 20 hours at a temperature in the region of 20° C. The precipitate formed is separated by filtration, washed with di... Reactants: C1CCNC1, Cc1ccccc1, O=CC1CCCCC1, O=C1Cc2cc(Cl)ccc2N1, O. Yields the product O=C1Nc2ccc(Cl)cc2C1=CC1CCCCC1. As a reaction SMILES: [CH2:20]1[CH2:21][NH:22][CH2:23][CH2:24]1.[CH3:26][c:27]1[cH:28][cH:29][cH:30][cH:31][cH:32]1.[CH:12]1([CH:18]=[O:19])[CH2:13][CH2:14][CH2:15][CH2:16][CH2:17]1.[Cl:1][c:2]1[cH:3][c:4]2[c:8]([cH:9][cH:10]1)[NH:7][C:6](=[O:11])[CH2:5]2.[OH2:25]>>[Cl:1][c:2]1[cH:3][c:4]2[c:8]([cH:9][cH:10]1)[NH:7][C:6](=[O:11])[C:5]2=[CH:18][CH:12]1[CH2:13][CH2:14][CH2:15][CH2:16][CH2:17]1. The reactants are C(C1=CC=CC=C1)(=O)Cl (benzoyl chloride), O[C@@H]1[C@]2(C)[C@@H](CC1)[C@@H]1CC[C@H]3C(CCC[C@]3(C)[C@H]1CC2)=O (17β-hydroxy-5α-androstan-4-one), [Cl-] (chloride), ice water. Solvent: N1=CC=CC=C1 (pyridine). Product: C(C1=CC=CC=C1)(=O)O[C@@H]1[C@]2(C)[C@@H](CC1)[C@@H]1CC[C@H]3C(CCC[C@]3(C)[C@H]1CC2)=O (17β-benzoyloxy-5α-androstan-4-one). Reaction SMILES: [C:1](Cl)(=[O:8])[C:2]1[CH:7]=[CH:6][CH:5]=[CH:4][CH:3]=1.[OH:10][C@H:11]1[CH2:16][CH2:15][C@H:14]2[C@H:17]3[C@H:27]([CH2:28][CH2:29][C@:12]12[CH3:13])[C@:25]1([CH3:26])[C@H:20]([C:21](=[O:30])[CH2:22][CH2:23][CH2:24]1)[CH2:19][CH2:18]3.[Cl-]>N1C=CC=CC=1>[C:1]([O:10][C@H:11]1[CH2:16][CH2:15][C@H:14]2[C@H:17]3[C@H:27]([CH2:28][CH2:29][C@:12]12[CH3:13])[C@:25]1([CH3:26])[C@H:20]([C:21](=[O:30])[CH2:22][CH2:23][CH2:24]1)[CH2:19][CH2:18]3)(=[O:8])[C:2]1[CH:7]=[CH:6][CH:5]=[CH:4][CH:3]=1. Reported procedure: To 12 ml of dry pyridine and 6 ml of benzoyl chloride is added 2.0 g of the product of Step F to form a solution which is heated on a steam bath for 30 min. and then poured into 175 ml of ice water and stirred to decompose the excess chloride. The reaction mixture is filtered, washed with water, and pumped dry under high vacuum at 50° C. to yield 1.7 g of final product. The reactants are Cl, Nc1ccc(C(F)(F)F)cc1C(=O)O, [I-], [K+], O=N[O-], [Na+], O, O=S(=O)(O)O. The product is O=C(O)c1cc(C(F)(F)F)ccc1I. RXN SMILES: [ClH:15].[F:1][C:2]([c:3]1[cH:4][cH:5][c:6]([NH2:12])[c:7]([C:8](=[O:9])[OH:10])[cH:11]1)([F:13])[F:14].[I-:21].[K+:20].[N:16]([O-:17])=[O:18].[Na+:19].[OH2:22].[S:23](=[O:24])(=[O:25])([OH:26])[OH:27]>>[F:1][C:2]([c:3]1[cH:4][cH:5][c:6]([I:21])[c:7]([C:8](=[O:9])[OH:10])[cH:11]1)([F:13])[F:14]. Reactants: [N+](=O)([O-])C=1C=CC(=NC1)OC=1C=C2CCC(OC2=CC1)C1=CC=CC=C1 (5-nitro-2-(2-phenylchroman-6-yloxy)pyridine), C1(=CC=CC=C1)C1OC2=CC=C(C=C2C(C1)O)O (2-phenylchroman-4,6-diol). Solvent: C1(=CC=CC=C1)C.C(C)(=O)OCC (toluene ethyl acetate), Example 1 ( b ). The product is [N+](=O)([O-])C=1C=CC(=NC1)OC=1C=C2C(CC(OC2=CC1)C1=CC=CC=C1)O (6-(5-Nitropyridin-2-yloxy)-2-phenylchroman-4-ol). As a reaction SMILES: [N+:1]([C:4]1[CH:5]=[CH:6][C:7]([O:10][C:11]2[CH:12]=[C:13]3[C:18](=[CH:19][CH:20]=2)[O:17][CH:16]([C:21]2[CH:26]=[CH:25][CH:24]=[CH:23][CH:22]=2)[CH2:15][CH2:14]3)=[N:8][CH:9]=1)([O-:3])=[O:2].C1(C2CC(O)C3C(=CC=C(O)C=3)[O:34]2)C=CC=CC=1>C1(C)C=CC=CC=1.C(OCC)(=O)C>[N+:1]([C:4]1[CH:5]=[CH:6][C:7]([O:10][C:11]2[CH:12]=[C:13]3[C:18](=[CH:19][CH:20]=2)[O:17][CH:16]([C:21]2[CH:22]=[CH:23][CH:24]=[CH:25][CH:26]=2)[CH2:15][CH:14]3[OH:34])=[N:8][CH:9]=1)([O-:3])=[O:2] |f:2.3|. Procedure details: 6-(5-Nitropyridin-2-yloxy)-2-phenylchroman-4-ol was prepared as described for 5-nitro-2-(2-phenylchroman-6-yloxy)pyridine in Example 1 (b) starting from 1.5 g of 2-phenylchroman-4,6-diol. The product was passed through a silica gel column using toluene-ethyl acetate (4:1) as an eluant and then crystallised from 2-propanol. 1H NMR (400 MHz, d6-DMSO) δ: 9.04 (d, 1H, J 2.7 Hz), 8.61 (dd, 1H, J 9.1, 2.7 Hz), 7.50-7.36 (m, 5H), 7.25 (d, 1H, J 2.7 Hz), 7.22 (d, 1H, 9.1 Hz), 7.00 (dd, 1H, J 8.7, 2.7 Hz... Reactants: O (Water), Cl.ClC1=CC=C(C=C1)C1(CCN(CC1)CCC=C1C2=C(NC(C3=C1C=CC=C3)=O)C=CC=C2)O (4-(4-chlorophenyl)-1-[3-(6,11-dihydro-6-oxo-5H-dibenz[b,e]azepin-11-ylidene)propyl]piperidin-4-ol hydrochloride), [H-].[Na+] (sodium hydride), C(C1=CC=CC=C1)Br (benzyl bromide). The solvent is C(C)(=O)OCC (ethyl acetate), CN(C)C=O (DMF). The product is C(C1=CC=CC=C1)N1C2=C(C(C3=C(C1=O)C=CC=C3)=CCCN3CCC(CC3)(O)C3=CC=C(C=C3)Cl)C=CC=C2 (1-[3-(5-Benzyl-6,11-dihydro-6-oxo-5H-dibenz[b,e]azepin-11-ylidene)propyl]-4-(4-chlorophenyl)-piperidin-4-ol). Run at time 1 hour. RXN SMILES: Cl.[Cl:2][C:3]1[CH:8]=[CH:7][C:6]([C:9]2([OH:34])[CH2:14][CH2:13][N:12]([CH2:15][CH2:16][CH:17]=[C:18]3[C:24]4[CH:25]=[CH:26][CH:27]=[CH:28][C:23]=4[C:22](=[O:29])[NH:21][C:20]4[CH:30]=[CH:31][CH:32]=[CH:33][C:19]3=4)[CH2:11][CH2:10]2)=[CH:5][CH:4]=1.[H-].[Na+].[CH2:37](Br)[C:38]1[CH:43]=[CH:42][CH:41]=[CH:40][CH:39]=1.O>CN(C=O)C.C(OCC)(=O)C>[CH2:37]([N:21]1[C:22](=[O:29])[C:23]2[CH:28]=[CH:27][CH:26]=[CH:25][C:24]=2[C:18](=[CH:17][CH2:16][CH2:15][N:12]2[CH2:13][CH2:14][C:9]([C:6]3[CH:7]=[CH:8][C:3]([Cl:2])=[CH:4][CH:5]=3)([OH:34])[CH2:10][CH2:11]2)[C:19]2[CH:33]=[CH:32][CH:31]=[CH:30][C:20]1=2)[C:38]1[CH:43]=[CH:42][CH:41]=[CH:40][CH:39]=1 |f:0.1,2.3|. Procedure details: To a solution 4-(4-chlorophenyl)-1-[3-(6,11-dihydro-6-oxo-5H-dibenz[b,e]azepin-11-ylidene)propyl]piperidin-4-ol hydrochloride (Example 39)(300 mg) in DMF (5 ml) were added sodium hydride (60% in oil, 200 mg), benzyl bromide (0.15 ml) and the mixture was stirred at room temperature for 1 hour. Water and ethyl acetate were added to the reaction mixture, the organic layer was separated and washed with saturated aqueous sodium chloride, and dried with magnesium sulfate. The solvent was distilled off... Reactants: CC#N, C[O-], Cc1ccccc1, O=Cc1c(C2CC2)nc2ccccc2c1-c1ccc(F)cc1, Cl, [Na+]. Yields the product N#CC=Cc1c(C2CC2)nc2ccccc2c1-c1ccc(F)cc1. Reaction SMILES: [CH3:23][C:24]#[N:25].[CH3:26][O-:27].[CH3:30][c:31]1[cH:32][cH:33][cH:34][cH:35][cH:36]1.[CH:1]1([c:4]2[n:5][c:6]3[cH:7][cH:8][cH:9][cH:10][c:11]3[c:12](-[c:16]3[cH:17][cH:18][c:19]([F:22])[cH:20][cH:21]3)[c:13]2[CH:14]=[O:15])[CH2:2][CH2:3]1.[ClH:29].[Na+:28]>>[CH:1]1([c:4]2[n:5][c:6]3[cH:7][cH:8][cH:9][cH:10][c:11]3[c:12](-[c:16]3[cH:17][cH:18][c:19]([F:22])[cH:20][cH:21]3)[c:13]2[CH:14]=[CH:23][C:24]#[N:25])[CH2:2][CH2:3]1. The yield is 17.0%. Product: O=C(C=1C=CN(C1C(C)C)C)C. Reactants: O=C(C=1C=CN(C1)C)C, [Zn].O=S(O)C(C)C. The reagents and catalysts are OOC(C)(C)C. Conditions: temperature 50 celsius, time 18 hour. Solvent: O, O=S(C)C.